From a dataset of the Open Reaction Database (ORD), a public repository of structured organic reaction records. describe an organic reaction: reactants, conditions, products, and yield Reactants: NC=1NC(C2=C(N1)C=CC(=N2)C2=CC=C(C=C2)F)=O (2-amino-6-(4-fluorophenyl)-pyrido[3,2-d]pyrimidin-4(3H)-one), C(C)(=O)OC(C)=O (acetic anhydride). Run in C(C)(=O)O (acetic acid). The product is C(C)(=O)NC=1NC(C2=C(N1)C=CC(=N2)C2=CC=C(C=C2)F)=O (2-acetamido-6-(4-fluorophenyl)-pyrido[3,2-d]pyrimidin-4(3H)-one). The yield is 78.0%. As a reaction SMILES: [NH2:1][C:2]1[NH:3][C:4](=[O:19])[C:5]2[N:11]=[C:10]([C:12]3[CH:17]=[CH:16][C:15]([F:18])=[CH:14][CH:13]=3)[CH:9]=[CH:8][C:6]=2[N:7]=1.[C:20](OC(=O)C)(=[O:22])[CH3:21]>C(O)(=O)C>[C:20]([NH:1][C:2]1[NH:3][C:4](=[O:19])[C:5]2[N:11]=[C:10]([C:12]3[CH:17]=[CH:16][C:15]([F:18])=[CH:14][CH:13]=3)[CH:9]=[CH:8][C:6]=2[N:7]=1)(=[O:22])[CH3:21]. Procedure details: A suspension of 2-amino-6-(4-fluorophenyl)-pyrido[3,2-d]pyrimidin-4(3H)-one (2.0 g) in acetic anhydride (180 ml) and acetic acid (20 ml) was refluxed for 16 hours. The hot suspension was filtered and the filtrate was concentrated under reduced pressure until crystallization started. The precipitate was filtered off to give the pure title compound in 78% yield. The compound was characterized by its mass spectrum as follows: MS (m/z): 299 ([M+H]+, 100). Starting materials: [BH3-]C#N, C=CCOC(=O)c1cccn1N, CC(=O)O, CO, O=Cc1ccc(F)c(Cl)c1, [Na+]. The product is C=CCOC(=O)c1cccn1NCc1ccc(F)c(Cl)c1. Reaction SMILES: [C:1]([BH3-:2])#[N:3].[CH2:5]([CH:6]=[CH2:7])[O:8][C:9](=[O:10])[c:11]1[n:12]([NH2:16])[cH:13][cH:14][cH:15]1.[CH3:27][C:28](=[O:29])[OH:30].[CH3:31][OH:32].[Cl:17][c:18]1[cH:19][c:20]([CH:21]=[O:22])[cH:23][cH:24][c:25]1[F:26].[Na+:4]>>[CH2:5]([CH:6]=[CH2:7])[O:8][C:9](=[O:10])[c:11]1[n:12]([NH:16][CH2:21][c:20]2[cH:19][c:18]([Cl:17])[c:25]([F:26])[cH:24][cH:23]2)[cH:13][cH:14][cH:15]1. The reactants are C([O-])([O-])=O.[Na+].[Na+] (sodium carbonate), CO (methanol), Cl (HCl), C(C)(=O)O[C@@H]1[C@@](C[C@@H](O[C@H]1C)O[C@H]1[C@@H]([C@H]([C@](C[C@H](C([C@@H]([C@H]2N(C(O[C@@]2([C@H](OC([C@@H]1C)=O)CC)C)=O)NCC[C@@H](C)N1C=NC(=C1)C=1C=NC=CC1)C)=O)C)(C)OC)O[C@H]1[C@H](OC(C)=O)[C@H](C[C@H](O1)C)N(C)C)C)(OC)C ((3aS,4R,7R,8S,9S,10R,11R,13R,15R,15aR)-8-[[4-O-Acetyl-2,6-dideoxy-3-C-methyl-3-O-methyl-α-L-ribo-hexopyranosyl]oxy]-4-ethyldecahydro-11-methoxy-3a,7,9,11,13,15-hexamethyl-1-[[(3R)-3-[4-(3-pyridinyl)-1H-imidazol-1-yl]butyl]amino]-10-[[2-O-acetyl-3,4,6-trideoxy-3-(dimethylamino)-β-D-xylo-hexopyranosyl]oxy]-2H-Oxacyclotetradecino[4,3-d]oxazole-2,6,14(1H,7H)-trione). Product: C(C)(=O)O[C@H]1[C@@H](O[C@@H](C[C@@H]1N(C)C)C)O[C@H]1[C@](C[C@H](C([C@@H]([C@H]2N(C(O[C@@]2([C@H](OC([C@@H]([C@H]([C@@H]1C)O)C)=O)CC)C)=O)NCC[C@@H](C)N1C=NC(=C1)C=1C=NC=CC1)C)=O)C)(C)OC ((3aS,4R,7R,8S,9S,10R,11R,13R,15R,15aR)-10-[[2-O-Acetyl-3,4,6-trideoxy-3-(dimethylamino)-β-D-xylo-hexopyranosyl]oxy]-4-ethyldecahydro-8-hydroxy-11-methoxy-3a,7,9,11,13,15-hexamethyl-1-[[(3R)-3-[4-(3-pyridinyl)-1H-imidazol-1-yl]butyl]amino]-2H-Oxacyclotetradecino[4,3-d]oxazole-2,6,14(1H,7H)-trione). Procedure details: To a reactor is charged methanol and 12N HCl (5 mol). The temperature is set at 30° C. and (3aS,4R,7R,8S,9S,10R,11R,13R,15R,15aR)-8-[[4-O-Acetyl-2,6-dideoxy-3-C-methyl-3-O-methyl-α-L-ribo-hexopyranosyl]oxy]-4-ethyldecahydro-11-methoxy-3a,7,9,11,13,15-hexamethyl-1-[[(3R)-3-[4-(3-pyridinyl)-1H-imidazol-1-yl]butyl]amino]-10-[[2-O-acetyl-3,4,6-trideoxy-3-(dimethylamino)-β-D-xylo-hexopyranosyl]oxy]-2H-Oxacyclotetradecino[4,3-d]oxazole-2,6,14(1H,7H)-trione (17) (1 mol) is added. The reaction is stirre... The solvent is O (water), CCOC(=O)C (EtOAc). As a reaction SMILES: CO.Cl.C(O[C@H]1[C@H](C)O[C@@H]([O:15][C@@H:16]2[C@@H:32]([CH3:33])[C:31](=[O:34])[O:30][C@H:29]([CH2:35][CH3:36])[C@:28]3([CH3:37])[C@H:24]([N:25]([NH:39][CH2:40][CH2:41][C@H:42]([N:44]4[CH:48]=[C:47]([C:49]5[CH:50]=[N:51][CH:52]=[CH:53][CH:54]=5)[N:46]=[CH:45]4)[CH3:43])[C:26](=[O:38])[O:27]3)[C@@H:23]([CH3:55])[C:22](=[O:56])[C@H:21]([CH3:57])[CH2:20][C@:19]([O:59][CH3:60])([CH3:58])[C@H:18]([O:61][C@@H:62]3[O:71][C@H:70]([CH3:72])[CH2:69][C@H:68]([N:73]([CH3:75])[CH3:74])[C@H:63]3[O:64][C:65](=[O:67])[CH3:66])[C@H:17]2[CH3:76])C[C@@]1(C)OC)(=O)C.C(=O)([O-])[O-].[Na+].[Na+]>O.CCOC(C)=O>[C:65]([O:64][C@@H:63]1[C@@H:68]([N:73]([CH3:75])[CH3:74])[CH2:69][C@@H:70]([CH3:72])[O:71][C@H:62]1[O:61][C@@H:18]1[C@@H:17]([CH3:76])[C@H:16]([OH:15])[C@@H:32]([CH3:33])[C:31](=[O:34])[O:30][C@H:29]([CH2:35][CH3:36])[C@:28]2([CH3:37])[C@H:24]([N:25]([NH:39][CH2:40][CH2:41][C@H:42]([N:44]3[CH:48]=[C:47]([C:49]4[CH:50]=[N:51][CH:52]=[CH:53][CH:54]=4)[N:46]=[CH:45]3)[CH3:43])[C:26](=[O:38])[O:27]2)[C@@H:23]([CH3:55])[C:22](=[O:56])[C@H:21]([CH3:57])[CH2:20][C@:19]1([O:59][CH3:60])[CH3:58])(=[O:67])[CH3:66] |f:3.4.5|. Conditions: temperature 45 celsius. Reactants: C(C1=CC=CC=C1)OCC1OC=CC(C1)=O ((RS)-2-benzyloxymethyl-2,3-dihydro-4H-pyran-4-one). Reagents/catalysts: C(C)N(CC)CC (triethylamine), [Pd] (Pd-C). The solvent is C(C)O (ethanol). Yields the product C(C1=CC=CC=C1)OCC1OCCC(C1)=O (2-Benzyloxymethyl-2,3,5,6-tetrahydro-4H-pyran-4-one). Isolated yield 56.8%. Reaction SMILES: [CH2:1]([O:8][CH2:9][CH:10]1[CH2:15][C:14](=[O:16])[CH:13]=[CH:12][O:11]1)[C:2]1[CH:7]=[CH:6][CH:5]=[CH:4][CH:3]=1>C(O)C.C(N(CC)CC)C.[Pd]>[CH2:1]([O:8][CH2:9][CH:10]1[CH2:15][C:14](=[O:16])[CH2:13][CH2:12][O:11]1)[C:2]1[CH:3]=[CH:4][CH:5]=[CH:6][CH:7]=1. Reported procedure: A mixture of (RS)-2-benzyloxymethyl-2,3-dihydro-4H-pyran-4-one (0.82 g, J. Org. Chem., 44, 811 (1979)) in ethanol (15 ml) containing 10% Pd-C (0.089 g) and triethylamine (10 drops) was hydrogenated until NMR spectroscopy indicated almost complete reaction. The solution was evaporated and the residue purified by silica-gel MPLC [25% EtOAc/hexanes] and then bulb-to-bulb distillation [220° C./2 mmHg] to give the title ketone (0.47 g, 56%). Reactants: [BH4-], CC(=O)CCc1ccc(-c2ccnc(NC3CC(C)(C)NC(C)(C)C3)n2)cc1, CO, [Na+]. The product is CC(O)CCc1ccc(-c2ccnc(NC3CC(C)(C)NC(C)(C)C3)n2)cc1. RXN SMILES: [BH4-:29].[CH3:1][C:2]1([CH3:28])[NH:3][C:4]([CH3:26])([CH3:27])[CH2:5][CH:6]([NH:8][c:9]2[n:10][cH:11][cH:12][c:13](-[c:15]3[cH:16][cH:17][c:18]([CH2:21][CH2:22][C:23]([CH3:24])=[O:25])[cH:19][cH:20]3)[n:14]2)[CH2:7]1.[CH3:31][OH:32].[Na+:30]>>[CH3:1][C:2]1([CH3:28])[NH:3][C:4]([CH3:26])([CH3:27])[CH2:5][CH:6]([NH:8][c:9]2[n:10][cH:11][cH:12][c:13](-[c:15]3[cH:16][cH:17][c:18]([CH2:21][CH2:22][CH:23]([CH3:24])[OH:25])[cH:19][cH:20]3)[n:14]2)[CH2:7]1.